This data is from the Open Reaction Database (ORD), a public repository of structured organic reaction records. The task is: describe an organic reaction: reactants, conditions, products, and yield Reactants: C(C=C)OC(=O)N1[C@@H](C[C@@H](C1)N(C)C(=O)OCC=C)CO[Si](C)(C)C(C)(C)C ((2S,4S)-1-allyloxycarbonyl-4-(N-allyloxycarbonyl-N-methylamino)-2-t-butyldimethylsilyloxymethylpyrrolidine), Cl (hydrochloric acid), C(O)([O-])=O.[Na+] (sodium hydrogen carbonate), O (water). Solvent: C(C)(=O)OCC (ethyl acetate). Conditions: time 30 minute. Product: C(C=C)OC(=O)N1[C@@H](C[C@@H](C1)N(C)C(=O)OCC=C)CO ((2S,4S)-1-allyloxycarbonyl-4-(N-allyloxycarbonyl-N-methylamino)-2-hydroxymethylpyrrolidine). Yield: 75.6%. As a reaction SMILES: [CH2:1]([O:4][C:5]([N:7]1[CH2:11][C@@H:10]([N:12]([C:14]([O:16][CH2:17][CH:18]=[CH2:19])=[O:15])[CH3:13])[CH2:9][C@H:8]1[CH2:20][O:21][Si](C(C)(C)C)(C)C)=[O:6])[CH:2]=[CH2:3].Cl.C(=O)([O-])O.[Na+].O>C(OCC)(=O)C>[CH2:1]([O:4][C:5]([N:7]1[CH2:11][C@@H:10]([N:12]([C:14]([O:16][CH2:17][CH:18]=[CH2:19])=[O:15])[CH3:13])[CH2:9][C@H:8]1[CH2:20][OH:21])=[O:6])[CH:2]=[CH2:3] |f:2.3|. Procedure: To a solution of (2S,4S)-1-allyloxycarbonyl-4-(N-allyloxycarbonyl-N-methylamino)-2-t-butyldimethylsilyloxymethylpyrrolidine (3.73 g) in ethyl acetate (100 ml) was added 12N hydrochloric acid (0.82 ml) at ambient temperature. After stirring at ambient temperature for 30 minutes, to the mixture were added sodium hydrogen carbonate (1.90 g) and cold water (100 ml). The organic layer was separated, washed with brine, dried over magnesium sulfate and evaporated. The residue was chromatographed on sil... Reactants: C(CC)NC1=NC(=NC(=N1)NCCC)N(O)C(C)C (N-(4,6-bis-propylamino-[1,3,5]triazin-2-yl)-N-isopropyl-hydroxylamine), OS(=O)(=O)O (H2SO4). Product: S(=O)(=O)(O)O.C(CC)NC1=NC(=NC(=N1)NCCC)N(O)C(C)C (N-(4,6-Bis-propylamino-[1,3,5]triazin-2-yl)-N-isopropyl-hydroxylamine hydrogen sulfate), Example 20. Yield: 95.0%. RXN SMILES: [CH2:1]([NH:4][C:5]1[N:10]=[C:9]([NH:11][CH2:12][CH2:13][CH3:14])[N:8]=[C:7]([N:15]([CH:17]([CH3:19])[CH3:18])[OH:16])[N:6]=1)[CH2:2][CH3:3].[OH:20][S:21]([OH:24])(=[O:23])=[O:22]>>[S:21]([OH:24])([OH:23])(=[O:22])=[O:20].[CH2:1]([NH:4][C:5]1[N:10]=[C:9]([NH:11][CH2:12][CH2:13][CH3:14])[N:8]=[C:7]([N:15]([CH:17]([CH3:19])[CH3:18])[OH:16])[N:6]=1)[CH2:2][CH3:3] |f:2.3|. Procedure: N-(4,6-Bis-propylamino-[1,3,5]triazin-2-yl)-N-isopropyl-hydroxylamine hydrogen sulfate (LVI) was prepared from N-(4,6-bis-propylamino-[1,3,5]triazin-2-yl)-N-isopropyl-hydroxylamine (LV) and 95% H2SO4 as described in Example 20 (95% yield). 200 MHz 1H NMR (DMSO-d6, ppm) 11.5-11.1 (1H, br s), 10.66-10.40 (1H, m), 8.45 (1H, s), 7.75-7.36 (1H, m), 4.77-4.55 (1H, m), 3.30-3.16 (4H, m), 1.61-1.44 (4H, m), 1.17 (6H, t, J=7.0 Hz), 0.89 (3H, t, J=7.3 Hz), 0.86 (3H, t, J=7.3 Hz). ESI-MS (m/z) 269 [M+H]+. ... The reactants are O=C(O)c1cccc(Cl)c1[N+](=O)[O-], Cl, [K+], [OH-], O. Yields the product O=C(O)c1cccc(O)c1[N+](=O)[O-]. RXN SMILES: [Cl:1][c:2]1[c:3]([N+:11](=[O:12])[O-:13])[c:4]([C:5](=[O:6])[OH:7])[cH:8][cH:9][cH:10]1.[ClH:16].[K+:15].[OH-:14].[OH2:17]>>[c:2]1([OH:14])[c:3]([N+:11](=[O:12])[O-:13])[c:4]([C:5](=[O:6])[OH:7])[cH:8][cH:9][cH:10]1. Reactants: BrB(Br)Br, O=C([O-])O, ClCCl, COc1cc(=O)c2ccc(Cl)cc2[nH]c1=O, Cl, [Na+]. The product is O=c1[nH]c2cc(Cl)ccc2c(=O)cc1O. As a reaction SMILES: [B:17]([Br:18])([Br:19])[Br:20].[C:21](=[O:22])([OH:23])[O-:24].[CH2:27]([Cl:28])[Cl:29].[Cl:1][c:2]1[cH:3][cH:4][c:5]2[c:6]([nH:7][c:8](=[O:15])[c:9]([O:13][CH3:14])[cH:10][c:11]2=[O:12])[cH:16]1.[ClH:26].[Na+:25]>>[Cl:1][c:2]1[cH:3][cH:4][c:5]2[c:6]([nH:7][c:8](=[O:15])[c:9]([OH:13])[cH:10][c:11]2=[O:12])[cH:16]1. The reactants are ClC1=CC=C(C=C1)[C@@H]1CN(C[C@H]1NC)C(=O)C1CCN(CC1)C1=NC=C(C=C1)C#N (4-[(3R,4S)-3-(4-chloro-phenyl)-4-methylamino-pyrrolidine-1-carbonyl]-3,4,5,6-tetrahydro-2H-[1,2′]bipyridinyl-5′-carbonitrile), ClC(=O)OCCC (propyl chloroformate). Product: C(CC)OC(N(C)[C@@H]1CN(C[C@H]1C1=CC=C(C=C1)Cl)C(=O)C1CCN(CC1)C1=NC=C(C=C1)C#N)=O ([(3S,4R)-4-(4-chloro-phenyl)-1-(5′-cyano-3,4,5,6-tetrahydro-2H-[1,2′]bipyridinyl-4-carbonyl)-pyrrolidin-3-yl]-methyl-carbamic acid propyl ester). Reaction SMILES: [Cl:1][C:2]1[CH:7]=[CH:6][C:5]([C@H:8]2[C@H:12]([NH:13][CH3:14])[CH2:11][N:10]([C:15]([CH:17]3[CH2:22][CH2:21][N:20]([C:23]4[CH:28]=[CH:27][C:26]([C:29]#[N:30])=[CH:25][N:24]=4)[CH2:19][CH2:18]3)=[O:16])[CH2:9]2)=[CH:4][CH:3]=1.Cl[C:32]([O:34][CH2:35][CH2:36][CH3:37])=[O:33]>>[CH2:35]([O:34][C:32](=[O:33])[N:13]([C@H:12]1[C@H:8]([C:5]2[CH:4]=[CH:3][C:2]([Cl:1])=[CH:7][CH:6]=2)[CH2:9][N:10]([C:15]([CH:17]2[CH2:22][CH2:21][N:20]([C:23]3[CH:28]=[CH:27][C:26]([C:29]#[N:30])=[CH:25][N:24]=3)[CH2:19][CH2:18]2)=[O:16])[CH2:11]1)[CH3:14])[CH2:36][CH3:37]. Procedure details: In analogy to the procedure described for the synthesis of example 136, the title compound [(3S,4R)-4-(4-chloro-phenyl)-1-(5′-cyano-3,4,5,6-tetrahydro-2H-[1,2′]bipyridinyl-4-carbonyl)-pyrrolidin-3-yl]-methyl-carbamic acid propyl ester was prepared from 4-[(3R,4S)-3-(4-chloro-phenyl)-4-methylamino-pyrrolidine-1-carbonyl]-3,4,5,6-tetrahydro-2H-[1,2′]bipyridinyl-5′-carbonitrile using propyl chloroformate instead of ethyl chloroformate and was obtained as a colorless foam. MS m/e: 510.4 [M]+. Starting materials: C(C1=CC=CC=C1)N(CCOCCN(C)C)CC1=CC=CC=C1 ([2-(2-dibenzylamino-ethoxy)-ethyl]dimethyl-amine). Reagents/catalysts: [Pd] (Pd—C). Run in CO (methanol). Product: NCCOCCN(C)C ([2-(2-Amino-ethoxy)-ethyl]-dimethyl-amine). Isolated yield 55.0%. As a reaction SMILES: [CH2:1]([N:8]([CH2:17]C1C=CC=CC=1)[CH2:9][CH2:10][O:11][CH2:12][CH2:13][N:14](C)C)C1C=CC=CC=1>CO.[Pd]>[NH2:14][CH2:13][CH2:12][O:11][CH2:10][CH2:9][N:8]([CH3:17])[CH3:1]. Procedure: [2-(2-Amino-ethoxy)-ethyl]-dimethyl-amine (100 mg) was prepared following General Procedure T starting from [2-(2-dibenzylamino-ethoxy)-ethyl]dimethyl-amine (430 mg) and Pd—C (86 mg) in methanol (1 mL). The reactants are B, Cc1nc(-c2ccc(C(F)(F)F)cc2)sc1C(=O)O, C1CCOC1, C1CCOC1, O. The product is Cc1nc(-c2ccc(C(F)(F)F)cc2)sc1CO. RXN SMILES: [BH3:25].[CH3:1][c:2]1[n:3][c:4](-[c:10]2[cH:11][cH:12][c:13]([C:16]([F:17])([F:18])[F:19])[cH:14][cH:15]2)[s:5][c:6]1[C:7](=[O:8])[OH:9].[O:20]1[CH2:21][CH2:22][CH2:23][CH2:24]1.[O:27]1[CH2:28][CH2:29][CH2:30][CH2:31]1.[OH2:26]>>[CH3:1][c:2]1[n:3][c:4](-[c:10]2[cH:11][cH:12][c:13]([C:16]([F:17])([F:18])[F:19])[cH:14][cH:15]2)[s:5][c:6]1[CH2:7][OH:8].